This data is from the Open Reaction Database (ORD), a public repository of structured organic reaction records. The task is: describe an organic reaction: reactants, conditions, products, and yield Reactants: C1CCNCC1, CCOC(C)=O, C1CCOC1, O=C(O)C(F)(F)F, O=C(O)c1cnc(C#Cc2ccccc2)s1. Yields the product O=C(c1cnc(C#Cc2ccccc2)s1)N1CCCCC1. As a reaction SMILES: [CH2:17]1[CH2:18][CH2:19][NH:20][CH2:21][CH2:22]1.[CH3:35][CH2:36][O:37][C:38]([CH3:39])=[O:40].[O:30]1[CH2:31][CH2:32][CH2:33][CH2:34]1.[OH:23][C:24]([C:25]([F:26])([F:27])[F:28])=[O:29].[c:1]1([C:7]#[C:8][c:9]2[s:10][c:11]([C:14](=[O:15])[OH:16])[cH:12][n:13]2)[cH:2][cH:3][cH:4][cH:5][cH:6]1>>[c:1]1([C:7]#[C:8][c:9]2[s:10][c:11]([C:14](=[O:16])[N:20]3[CH2:19][CH2:18][CH2:17][CH2:22][CH2:21]3)[cH:12][n:13]2)[cH:2][cH:3][cH:4][cH:5][cH:6]1. Starting materials: C1(=CC=CC=C1)C1=CC=C2C=C(C=NC2=C1)C(=O)[O-] (7-phenyl-3-quinolinecarboxylate), [H-].[Al+3].[Li+].[H-].[H-].[H-] (lithium aluminum hydride). Yields the product C1(=CC=CC=C1)C1=CC=C2C=C(C=NC2=C1)CO (7-phenyl-3-quinolylmethanol). The yield is 39.0%. Reaction SMILES: [C:1]1([C:7]2[CH:16]=[C:15]3[C:10]([CH:11]=[C:12]([C:17]([O-])=[O:18])[CH:13]=[N:14]3)=[CH:9][CH:8]=2)[CH:6]=[CH:5][CH:4]=[CH:3][CH:2]=1.[H-].[Al+3].[Li+].[H-].[H-].[H-]>>[C:1]1([C:7]2[CH:16]=[C:15]3[C:10]([CH:11]=[C:12]([CH2:17][OH:18])[CH:13]=[N:14]3)=[CH:9][CH:8]=2)[CH:2]=[CH:3][CH:4]=[CH:5][CH:6]=1 |f:1.2.3.4.5.6|. Reported procedure: In substantially the same manner as in Reference Example 72, 7-phenyl-3-quinolinecarboxylate was subjected to reduction with lithium aluminum hydride to obtain 7-phenyl-3-quinolylmethanol. The yield was 39%. Recrystallization from ethyl acetate-hexane gave colorless prisms, 128-129° C. The reactants are BrC1=CC=C(C=C1)C(O)C1=CC=C(C=C1)Br (bis(4-bromophenyl)methanol), S(=O)(Cl)Cl (thionyl chloride), C(=O)(OC(C)(C)C)N1CCNCC1 (1-Boc-piperazine). Solvent: C(Cl)Cl (CH2Cl2). Reaction conditions: time 48 hour. Product: C(=O)(OC(C)(C)C)N1CCN(CC1)C(C1=CC=CC=C1)C1=CC=CC=C1 (1-Boc-4-diphenylmethylpiperazine). As a reaction SMILES: Br[C:2]1[CH:7]=[CH:6][C:5]([CH:8]([C:10]2[CH:15]=[CH:14][C:13](Br)=[CH:12][CH:11]=2)O)=[CH:4][CH:3]=1.S(Cl)(Cl)=O.[C:21]([N:28]1[CH2:33][CH2:32][NH:31][CH2:30][CH2:29]1)([O:23][C:24]([CH3:27])([CH3:26])[CH3:25])=[O:22]>C(Cl)Cl>[C:21]([N:28]1[CH2:29][CH2:30][N:31]([CH:8]([C:10]2[CH:15]=[CH:14][CH:13]=[CH:12][CH:11]=2)[C:5]2[CH:6]=[CH:7][CH:2]=[CH:3][CH:4]=2)[CH2:32][CH2:33]1)([O:23][C:24]([CH3:27])([CH3:26])[CH3:25])=[O:22]. Reported procedure: To a stirring solution of bis(4-bromophenyl)methanol (0.060 mmol) in CH2Cl2 (0.3 mL) was added thionyl chloride (40 μL, 0.60 mmol) and the reaction mixture was stirred for 48 h. The reaction was evaporated to dryness under a stream of N2 and the crude product redissolved in acetonitrile (1.0 mL). 1-Boc-piperazine (22.3 mg, 0.12 mmol) was added and the reaction mixture was refluxed for 4 h. The reaction mixture was concentrated under reduced pressure, redissolved in CH2Cl2 and passed through a sh...